From a dataset of the Open Reaction Database (ORD), a public repository of structured organic reaction records. describe an organic reaction: reactants, conditions, products, and yield The reactants are OC1CCN(CC1)C(=O)N1CC(CC(C1)C1=CC(=CC=C1)C(F)(F)F)C(=O)O (1-[(4-Hydroxypiperidin-1-yl)carbonyl]-5-[3-(trifluoromethyl)phenyl]piperidine-3-carboxylic acid), ON=C(C)N (N′-hydroxyacetamidine). Product: OC1CCN(CC1)C(=O)N1CC(CC(C1)C1=CC(=CC=C1)C(F)(F)F)C1=NC(=NO1)C ((4-Hydroxypiperidin-1-yl) {3-(3-methyl-1,2,4-oxadiazol-5-yl)-5-[3-(trifluoromethyl)phenyl]-piperidin-1-yl}methanone). RXN SMILES: [OH:1][CH:2]1[CH2:7][CH2:6][N:5]([C:8]([N:10]2[CH2:15][CH:14]([C:16]3[CH:21]=[CH:20][CH:19]=[C:18]([C:22]([F:25])([F:24])[F:23])[CH:17]=3)[CH2:13][CH:12]([C:26](O)=[O:27])[CH2:11]2)=[O:9])[CH2:4][CH2:3]1.O[N:30]=[C:31]([NH2:33])[CH3:32]>>[OH:1][CH:2]1[CH2:7][CH2:6][N:5]([C:8]([N:10]2[CH2:15][CH:14]([C:16]3[CH:21]=[CH:20][CH:19]=[C:18]([C:22]([F:24])([F:25])[F:23])[CH:17]=3)[CH2:13][CH:12]([C:26]3[O:27][N:33]=[C:31]([CH3:32])[N:30]=3)[CH2:11]2)=[O:9])[CH2:4][CH2:3]1. Procedure details: 150 mg (0.34 mmol) of the compound from Example 150A and 39 mg (0.51 mmol) of N′-hydroxyacetamidine were reacted according to the General Method 2. Yield: 71 mg (48% of theory) Reagents/catalysts: O (water). Product: ClC1=CC(=C2C(=N1)N(C=C2)COCC[Si](C)(C)C)CC2=C(C=C(C=C2)[N+](=O)[O-])F (6-Chloro-4-(2-fluoro-4-nitrobenzyl)-1-{[2-(trimethylsilyl)ethoxy]methyl}-1H-pyrrolo[2,3-b]pyridine). Reaction conditions: time 20 hour. Reported procedure: 358 mg (0.72 mmol) of methyl (6-chloro-1-{[2-(trimethylsilyl)ethoxy]methyl}-1H-pyrrolo[2,3-b]pyridin-4-yl)(2-fluoro-4-nitrophenyl)acetate are dissolved in 6 ml of methanol. 21 mg (0.87 mmol) of lithium hydroxide and 2 drops of water are added, and the mixture is stirred at RT for 20 hours. The mixture is concentrated under reduced pressure, dichloromethane and water are added and the organic phase is separated off and dried over sodium sulfate. The solvent is removed under reduced pressure and t... Reaction SMILES: [Cl:1][C:2]1[N:7]=[C:6]2[N:8]([CH2:11][O:12][CH2:13][CH2:14][Si:15]([CH3:18])([CH3:17])[CH3:16])[CH:9]=[CH:10][C:5]2=[C:4]([CH:19]([C:24]2[CH:29]=[CH:28][C:27]([N+:30]([O-:32])=[O:31])=[CH:26][C:25]=2[F:33])C(OC)=O)[CH:3]=1.[OH-].[Li+]>CO.O>[Cl:1][C:2]1[N:7]=[C:6]2[N:8]([CH2:11][O:12][CH2:13][CH2:14][Si:15]([CH3:17])([CH3:18])[CH3:16])[CH:9]=[CH:10][C:5]2=[C:4]([CH2:19][C:24]2[CH:29]=[CH:28][C:27]([N+:30]([O-:32])=[O:31])=[CH:26][C:25]=2[F:33])[CH:3]=1 |f:1.2|. Run in CO (methanol). The reactants are ClC1=CC(=C2C(=N1)N(C=C2)COCC[Si](C)(C)C)C(C(=O)OC)C2=C(C=C(C=C2)[N+](=O)[O-])F (methyl (6-chloro-1-{[2-(trimethylsilyl)ethoxy]methyl}-1H-pyrrolo[2,3-b]pyridin-4-yl)(2-fluoro-4-nitrophenyl)acetate), [OH-].[Li+] (lithium hydroxide). RXN SMILES: CS(Cl)(=O)=[O:3].[Cl:6][C:7]1[CH:30]=[CH:29][C:10]([CH2:11][NH:12][C:13]([C:15]2[C:24](=[O:25])[C:23]3[C:18](=[CH:19][CH:20]=[C:21](CO)[CH:22]=3)[N:17]([CH3:28])[CH:16]=2)=[O:14])=[CH:9][CH:8]=1.[N:31]1[C:36]([CH3:37])=[CH:35][C:34]([CH3:38])=C[C:32]=1C>CN(C1C=CN=CC=1)C.CN(C=O)C>[Cl:6][C:7]1[CH:30]=[CH:29][C:10]([CH2:11][NH:12][C:13]([C:15]2[C:24](=[O:25])[C:23]3[C:18](=[CH:19][CH:20]=[C:21]([CH2:32][N:31]4[CH2:38][CH:34]5[CH2:35][CH:36]4[CH2:37][O:3]5)[CH:22]=3)[N:17]([CH3:28])[CH:16]=2)=[O:14])=[CH:9][CH:8]=1. The reagents and catalysts are CN(C)C=1C=CN=CC1 (DMAP). The solvent is CN(C)C=O (DMF). Isolated yield 53.0%. The product is ClC1=CC=C(CNC(=O)C2=CN(C3=CC=C(C=C3C2=O)CN2C3COC(C2)C3)C)C=C1 (N-(4-Chlorobenzyl)-1-methyl-6-(2-oxa-5-azabicyclo(2.2.1]-hept-5-ylmethyl)-4-oxo-1,4-dihydro-3-quinolinecarboxamide). The reactants are CS(=O)(=O)Cl (Methanesulfonyl chloride), ClC1=CC=C(CNC(=O)C2=CN(C3=CC=C(C=C3C2=O)CO)C)C=C1 (N-(4-chlorobenzyl)-6-(hydroxymethyl)-1-methyl-4-oxo-1,4-dihydro-3-quinolinecarboxamide), N1=C(C=C(C=C1C)C)C (2,4,6-collidine). Procedure: Methanesulfonyl chloride (0.06 mL) is added to a cold (0° C.) solution of N-(4-chlorobenzyl)-6-(hydroxymethyl)-1-methyl-4-oxo-1,4-dihydro-3-quinolinecarboxamide (250 mg) from Preparation No. 10, DMAP (14.4 mg), and 2,4,6-collidine (0.11 mL) in anhydrous DMF (12 mL). The mixture is stirred at room temperature until the starting material is consumed. (1S, 4S)-(+)-2-Aza-5-oxabicyclo[2.2.1]heptane hydrochloride (475.9 mg) and Et3N (0.49 mL) are added to the solution. The reaction mixture is heated t...